This data is from the Open Reaction Database (ORD), a public repository of structured organic reaction records. The task is: describe an organic reaction: reactants, conditions, products, and yield Reactants: [Mg] (magnesium), BrCCCC1=CC=C(C=C1)F (1-bromo-3-(4-fluorophenyl)propane), [Cl-].[NH4+] (ammonium chloride), C(C1=CC=CC=C1)N1C=NC=C1C=O (1-benzyl-5-imidazolecarbaldehyde). The solvent is O1CCCC1 (tetrahydrofuran), O1CCCC1 (tetrahydrofuran), O1CCCC1 (tetrahydrofuran). Product: C(C1=CC=CC=C1)N1C=NC=C1C(CCCC1=CC=C(C=C1)F)O (1-benzyl-5-[4-(4-fluorophenyl)-1-hydroxybutyl]-1H-imidazole). Isolated yield 86.0%. Reaction SMILES: [Mg].Br[CH2:3][CH2:4][CH2:5][C:6]1[CH:11]=[CH:10][C:9]([F:12])=[CH:8][CH:7]=1.[CH2:13]([N:20]1[C:24]([CH:25]=[O:26])=[CH:23][N:22]=[CH:21]1)[C:14]1[CH:19]=[CH:18][CH:17]=[CH:16][CH:15]=1.[Cl-].[NH4+]>O1CCCC1>[CH2:13]([N:20]1[C:24]([CH:25]([OH:26])[CH2:3][CH2:4][CH2:5][C:6]2[CH:11]=[CH:10][C:9]([F:12])=[CH:8][CH:7]=2)=[CH:23][N:22]=[CH:21]1)[C:14]1[CH:15]=[CH:16][CH:17]=[CH:18][CH:19]=1 |f:3.4|. Procedure: 5,4 g of magnesium turnings are covered with 50 ml of dry tetrahydrofuran. A solution of 1-bromo-3-(4-fluorophenyl)propane (48,7 g) in 200 ml of dry tetrahydrofuran is then added dropwise to the mixture at such a rate that a smooth reaction is maintained. After the addition is complete, the reaction mixture is refluxed for one additional hour and cooled to room temperature. To the reaction mixture is then added dropwise the solution of 1-benzyl-5-imidazolecarbaldehyde (20,9 g) in 200 ml of tetra... Reactants: C1(CC1)CBr (cyclopropyl methyl bromide), C1CCOC1 (THF), OC12CC3N(C(CC(C1)C3)C2)C(=O)OC(C)(C)C (tert-butyl 5-hydroxy-2-azatricyclo[3.3.1.13,7]decane-2-carboxylate), [H-].[K+] (potassium hydride). Solvent: CCOC(=O)C (EtOAc). Conditions: time 30 minute. The product is C1(CC1)COC12CC3N(C(CC(C1)C3)C2)C(=O)OC(C)(C)C (tert-butyl 5-(cyclopropylmethoxy)-2-azatricyclo[3.3.1.13,7]decane-2-carboxylate). Isolated yield 80.0%. As a reaction SMILES: [CH2:1]1[CH2:5]O[CH2:3][CH2:2]1.[OH:6][C:7]12[CH2:16][CH:11]3[CH2:12][CH:13]([CH2:15][CH:9]([N:10]3[C:17]([O:19][C:20]([CH3:23])([CH3:22])[CH3:21])=[O:18])[CH2:8]1)[CH2:14]2.[H-].[K+].C1(CBr)CC1>CCOC(C)=O>[CH:1]1([CH2:5][O:6][C:7]23[CH2:8][CH:9]4[CH2:15][CH:13]([CH2:12][CH:11]([N:10]4[C:17]([O:19][C:20]([CH3:23])([CH3:22])[CH3:21])=[O:18])[CH2:16]2)[CH2:14]3)[CH2:3][CH2:2]1 |f:2.3|. Reported procedure: A 15 mL seal tube fitted with magnetic stirrer was charged with 5 mL of THF, tert-butyl 5-hydroxy-2-azatricyclo[3.3.1.13,7]decane-2-carboxylate, Intermediate-6 (50 mg, 0.2 mmol). To the tube, potassium hydride (20 mg, 0.5 mmol) was added at 0° C., under N2 atm. The reaction mass was stirred at room temperature for 30 minutes. To this mixture, cyclopropyl methyl bromide (40 mg, 0.3 mmol) was slowly added at 0° C. and the resulting reaction mass was refluxed at 60° C. under sealed condition for 12... Conditions: time 18 hour. Reactants: FC1=C(C=CC=C1)[N+](=O)[O-] (1-fluoro-2-nitrobenzene), COC1=CC=C(CN)C=C1 (4-methoxybenzylamine). Product: COC1=CC=C(C=C1)CNC1=C(C=CC=C1)[N+](=O)[O-] (N-(4-Methoxyphenylmethyl)-2-nitroaniline), solid. The solvent is O1CCCC1 (tetrahydrofuran). As a reaction SMILES: F[C:2]1[CH:7]=[CH:6][CH:5]=[CH:4][C:3]=1[N+:8]([O-:10])=[O:9].[CH3:11][O:12][C:13]1[CH:20]=[CH:19][C:16]([CH2:17][NH2:18])=[CH:15][CH:14]=1>O1CCCC1>[CH3:11][O:12][C:13]1[CH:20]=[CH:19][C:16]([CH2:17][NH:18][C:2]2[CH:7]=[CH:6][CH:5]=[CH:4][C:3]=2[N+:8]([O-:10])=[O:9])=[CH:15][CH:14]=1. Reported procedure: A mixture of 1-fluoro-2-nitrobenzene (20 g) and 4-methoxybenzylamine (18.52 ml) in dry tetrahydrofuran (100 ml) was stirred at 23° for 18 h under a nitrogen atmosphere. The mixture was filtered, then the organic layer was concentrated in vacuo to an oil. Ethanol (50 ml) was added and a solid separated. After filtration, the title compound was obtained as an orange solid (16.35 g). The filtrate was concentrated in vacuo and the residue was treated with further ethanol (10 ml) to give a further am... Starting materials: NC1=CC=C2C=CC=NC2=C1 (7-aminoquinoline), CC=1C=C(C(=O)O)C=CC1C1=CC=NC=C1 (3-methyl-4-(4-pyridyl)benzoic acid). Product: CC=1C=C(C(=O)NC2=CC=C3C=CC=NC3=C2)C=CC1C1=CC=NC=C1 (3-Methyl-4-(4-pyridyl)-N-quinolin-7-ylbenzamide). RXN SMILES: [NH2:1][C:2]1[CH:11]=[C:10]2[C:5]([CH:6]=[CH:7][CH:8]=[N:9]2)=[CH:4][CH:3]=1.[CH3:12][C:13]1[CH:14]=[C:15]([CH:19]=[CH:20][C:21]=1[C:22]1[CH:27]=[CH:26][N:25]=[CH:24][CH:23]=1)[C:16](O)=[O:17]>>[CH3:12][C:13]1[CH:14]=[C:15]([CH:19]=[CH:20][C:21]=1[C:22]1[CH:27]=[CH:26][N:25]=[CH:24][CH:23]=1)[C:16]([NH:1][C:2]1[CH:11]=[C:10]2[C:5]([CH:6]=[CH:7][CH:8]=[N:9]2)=[CH:4][CH:3]=1)=[O:17]. Procedure: Using the procedure outlined in Example 56, the title compound was prepared from 7-aminoquinoline (D55) (25 mg, 0.17 mmol) and 3-methyl-4-(4-pyridyl)benzoic acid (D57) (44 mg, 0.21 mmol) as an orange solid. 1H NMR (400 MHz, CDCl3) δ (ppm): 8.91(dd, 1H), 8.70 (d, 2H), 8.22 (m, 2H), 8.14 (dd, 1H), 8.11 (dd, 1H), 7.84 (m, 3H), 7.36 (m, 2H), 7.28 (m, 2H), 2.37 (s, 3H). Starting materials: O=C([O-])[O-], CN(C)C=O, ClCCN1CCCCC1, Cl, [K+], [K+], O=[N+]([O-])c1ccc2[nH]ncc2c1. Yields the product O=[N+]([O-])c1ccc2nn(CCN3CCCCC3)cc2c1. As a reaction SMILES: [C:13](=[O:14])([O-:15])[O-:16].[CH3:29][N:30]([CH3:31])[CH:32]=[O:33].[Cl:20][CH2:21][CH2:22][N:23]1[CH2:24][CH2:25][CH2:26][CH2:27][CH2:28]1.[ClH:19].[K+:17].[K+:18].[N+:1](=[O:2])([O-:3])[c:4]1[cH:5][c:6]2[cH:7][n:8][nH:9][c:10]2[cH:11][cH:12]1>>[N+:1](=[O:2])([O-:3])[c:4]1[cH:5][c:6]2[cH:7][n:8]([CH2:21][CH2:22][N:23]3[CH2:24][CH2:25][CH2:26][CH2:27][CH2:28]3)[n:9][c:10]2[cH:11][cH:12]1. Reactants: C(C)(=O)OC1=C(C=C2C=CC(OC2=C1OC)=O)CC=C (7-acetoxy-6-allyl-8-methoxycoumarin), I(=O)(=O)(=O)[O-].[K+] (potassium periodate), aqueous solution. The reagents and catalysts are [Os](=O)(=O)(=O)=O (osmium tetroxide). Solvent: CCOC(=O)C.O (EtOAc water). Reaction conditions: time 5 hour. The product is C(C)(=O)OC1=C(C=C2C=CC(OC2=C1OC)=O)CC=O (7-acetoxy-8-methoxycoumarin-6-acetaldehyde). As a reaction SMILES: [C:1]([O:4][C:5]1[C:14]([O:15][CH3:16])=[C:13]2[C:8]([CH:9]=[CH:10][C:11](=[O:17])[O:12]2)=[CH:7][C:6]=1[CH2:18][CH:19]=C)(=[O:3])[CH3:2].I([O-])(=O)(=O)=[O:22].[K+]>[Os](=O)(=O)(=O)=O.CCOC(C)=O.O>[C:1]([O:4][C:5]1[C:14]([O:15][CH3:16])=[C:13]2[C:8]([CH:9]=[CH:10][C:11](=[O:17])[O:12]2)=[CH:7][C:6]=1[CH2:18][CH:19]=[O:22])(=[O:3])[CH3:2] |f:1.2,4.5|. Reported procedure: A solution of 0.274g. (0.001 mole) of 7-acetoxy-6-allyl-8-methoxycoumarin in 10 ml. EtOAc/water, 1:1 was treated with 0.8 g. (.0033 mole) of potassium periodate and 0.5 ml. of a 10% aqueous solution of osmium tetroxide (10 mg. OsO4 /ml H2O). The reactants were stirred at 25° for 5.0 hours. The organic layer was separated, and the aqueous phase was further extracted with ethyl acetate. The organic extracts were combined, dried over sodium sulfate, and evaporated to yield pure 7-acetoxy-8-methoxyc... The reactants are C1(=CC=CC=C1)C1=CC=C(C=C1)[Mg]Br (4-phenyl-phenyl magnesium bromide), N1=C(Cl)N=C(Cl)N=C1Cl (cyanuric chloride). The solvent is C1=CC=CC=C1 (benzene). Reaction conditions: temperature 0 celsius, time 90 minute. Product: C1(=CC=C(C=C1)C1=NC(=NC(=N1)Cl)Cl)C1=CC=CC=C1 (2-[1,1'-biphenyl]-4-yl-4,6-dichloro-1,3,5-triazine). Isolated yield 42.7%. As a reaction SMILES: [C:1]1([C:7]2[CH:12]=[CH:11][C:10]([Mg]Br)=[CH:9][CH:8]=2)[CH:6]=[CH:5][CH:4]=[CH:3][CH:2]=1.[N:15]1[C:22]([Cl:23])=[N:21][C:19](Cl)=[N:18][C:16]=1[Cl:17]>C1C=CC=CC=1>[C:7]1([C:1]2[CH:6]=[CH:5][CH:4]=[CH:3][CH:2]=2)[CH:12]=[CH:11][C:10]([C:19]2[N:21]=[C:22]([Cl:23])[N:15]=[C:16]([Cl:17])[N:18]=2)=[CH:9][CH:8]=1. Procedure details: A mixture of 4-phenyl-phenyl magnesium bromide (prepared from 4-bromobiphenyl (7.75 g, 33 mmol) and magnesium turnings (0.83 g, 35 mmol) in 40 mL ether) and cyanuric chloride (4.00 g, 21.7 mmol) in benzene (90 mL) was stirred at 0° C. for 90 minutes. The reaction was evaporated to dryness, and the residue was flash chromatographed on silica gel with 50% hexanes/methylene chloride to provide the desired compound (2.80 g, 43%).